This data is from the Open Reaction Database (ORD), a public repository of structured organic reaction records. The task is: describe an organic reaction: reactants, conditions, products, and yield Reactants: [H][H] (hydrogen), BrC=1C(=C(C(=NC1)OC)[N+](=O)[O-])/C=C/N(C)C ((E)-2-(5-bromo-2-methoxy-3-nitropyridin-4-yl)-N,N-dimethylethenamine), C(C)(=O)OCC (ethyl acetate), stainless steel. The reagents and catalysts are [Ni] (Ra-Ni). Solvent: O (water). Yields the product BrC1=C2C(=C(N=C1)OC)NC=C2 (4-bromo-7-methoxy-1H-pyrrolo[2,3-c]pyridine). The yield is 56.0%. Reaction SMILES: [Br:1][C:2]1[C:3](/[CH:13]=[CH:14]/[N:15](C)C)=[C:4]([N+]([O-])=O)[C:5]([O:8][CH3:9])=[N:6][CH:7]=1.C(OCC)(=O)C.[H][H]>[Ni].O>[Br:1][C:2]1[CH:7]=[N:6][C:5]([O:8][CH3:9])=[C:4]2[NH:15][CH:14]=[CH:13][C:3]=12. Reported procedure: (E)-2-(5-bromo-2-methoxy-3-nitropyridin-4-yl)-N,N-dimethylethenamine (13.9 g, 45.8 mmol) and ethyl acetate (150 mL) were added to Ra-Ni 2800 (pre-washed with ethanol), water slurry (6.9 g, 118 mmol) in a stainless steel pressure bottle and stirred for 30 minutes at 30 psi of hydrogen and room temperature. The reaction mixture was filtered, and concentrated. The residue was triturated with dichloromethane, and the solid collected by filtration to provide 4-bromo-7-methoxy-1H-pyrrolo[2,3-c]pyridin... Starting materials: COC1=CC=C(CN2C(NC(C2)(C)C)=O)C=C1 (1-(4-methoxybenzyl)-4,4-dimethylimidazolidin-2-one), C(C1=CC=CC=C1)(=O)Cl (benzoyl chloride). Product: C(C1=CC=CC=C1)(=O)N1C(N(CC1(C)C)CC1=CC=C(C=C1)OC)=O (3-benzoyl-1-(4-methoxybenzyl)-4,4-dimethylimidazolidin-2-one). As a reaction SMILES: [CH3:1][O:2][C:3]1[CH:17]=[CH:16][C:6]([CH2:7][N:8]2[CH2:12][C:11]([CH3:14])([CH3:13])[NH:10][C:9]2=[O:15])=[CH:5][CH:4]=1.[C:18](Cl)(=[O:25])[C:19]1[CH:24]=[CH:23][CH:22]=[CH:21][CH:20]=1>>[C:18]([N:10]1[C:11]([CH3:14])([CH3:13])[CH2:12][N:8]([CH2:7][C:6]2[CH:16]=[CH:17][C:3]([O:2][CH3:1])=[CH:4][CH:5]=2)[C:9]1=[O:15])(=[O:25])[C:19]1[CH:24]=[CH:23][CH:22]=[CH:21][CH:20]=1. Procedure: Using 1-(4-methoxybenzyl)-4,4-dimethylimidazolidin-2-one (500 mg) described in Preparation Example 54 and benzoyl chloride (0.28 mL) and by the reaction and treatment in the same manner as in Preparation Example 55, the title compound (500 mg) was obtained.